This data is from the Open Reaction Database (ORD), a public repository of structured organic reaction records. The task is: describe an organic reaction: reactants, conditions, products, and yield Reactants: C1CCOC1, COc1ccc(S(=O)(=O)Cl)cc1, CN(C)c1ccncc1, CN(C)C=O, CCN(C(C)C)C(C)C, Cl, NOc1ccccc1. Yields the product COc1ccc(S(=O)(=O)NOc2ccccc2)cc1. Reaction SMILES: [CH2:31]1[O:32][CH2:33][CH2:34][CH2:35]1.[CH3:10][O:11][c:12]1[cH:13][cH:14][c:15]([S:18](=[O:19])(=[O:20])[Cl:21])[cH:16][cH:17]1.[CH3:36][N:37]([CH3:38])[c:39]1[cH:40][cH:41][n:42][cH:43][cH:44]1.[CH3:45][N:46]([CH3:47])[CH:48]=[O:49].[CH:22]([N:23]([CH:24]([CH3:25])[CH3:26])[CH2:27][CH3:28])([CH3:29])[CH3:30].[ClH:1].[c:2]1([O:8][NH2:9])[cH:3][cH:4][cH:5][cH:6][cH:7]1>>[c:2]1([O:8][NH:9][S:18]([c:15]2[cH:14][cH:13][c:12]([O:11][CH3:10])[cH:17][cH:16]2)(=[O:19])=[O:20])[cH:3][cH:4][cH:5][cH:6][cH:7]1. The reactants are ClC1=NN=C(C2=C(C=C(C=C12)OC)OC)CC (1-chloro-5,7-dimethoxy-4-ethylphthalazine), NC1CCN(CC1)CC1=CC2=CC=CC=C2C=C1 (4-amino-1-(naphthalen-2-yl-methyl)piperidine). The product is COC1=C2C(=NN=C(C2=CC(=C1)OC)NC1CCN(CC1)CC1=CC2=CC=CC=C2C=C1)CC (5,7-dimethoxy-4-ethyl-N-[1-(naphthalen-2-ylmethyl)piperidin-4-yl]phthalazin-1-amine). Procedure details: This compound is obtained according to the procedure described in 1.4. by reacting 1-chloro-5,7-dimethoxy-4-ethylphthalazine with 4-amino-1-(naphthalen-2-yl-methyl)piperidine. As a reaction SMILES: Cl[C:2]1[C:11]2[C:6](=[C:7]([O:14][CH3:15])[CH:8]=[C:9]([O:12][CH3:13])[CH:10]=2)[C:5]([CH2:16][CH3:17])=[N:4][N:3]=1.[NH2:18][CH:19]1[CH2:24][CH2:23][N:22]([CH2:25][C:26]2[CH:35]=[CH:34][C:33]3[C:28](=[CH:29][CH:30]=[CH:31][CH:32]=3)[CH:27]=2)[CH2:21][CH2:20]1>>[CH3:15][O:14][C:7]1[CH:8]=[C:9]([O:12][CH3:13])[CH:10]=[C:11]2[C:6]=1[C:5]([CH2:16][CH3:17])=[N:4][N:3]=[C:2]2[NH:18][CH:19]1[CH2:20][CH2:21][N:22]([CH2:25][C:26]2[CH:35]=[CH:34][C:33]3[C:28](=[CH:29][CH:30]=[CH:31][CH:32]=3)[CH:27]=2)[CH2:23][CH2:24]1. Starting materials: Cl (HCl), [OH-].[Li+] (lithium hydroxide), COC(CC1=CC(=CC=C1)NC(=O)N[C@H]1C(N(C2=C(C(=N1)C1=CC=CC=C1)C=CC=C2)C)=O)=O ((R)-3-((((2,3-Dihydro-1-methyl-2-oxo-5-phenyl-1H-1,4-benzodiazepin-3-yl)amino)carbonyl)amino)phenyl acetic acid methyl ester). Solvent: O (water), C1CCOC1 (THF), O (water). Conditions: time 3 hour. Yields the product CN1C([C@@H](N=C(C2=C1C=CC=C2)C2=CC=CC=C2)NC(=O)NC=2C=C(C=CC2)CC(=O)O)=O ((R)-3-((((2,3-Dihydro-1-methyl-2-oxo-5-phenyl-1H-1,4-benzodiazepin-3-yl)amino)carbonyl)amino)phenylacetic acid). Reaction SMILES: C[O:2][C:3](=[O:34])[CH2:4][C:5]1[CH:10]=[CH:9][CH:8]=[C:7]([NH:11][C:12]([NH:14][C@@H:15]2[N:21]=[C:20]([C:22]3[CH:27]=[CH:26][CH:25]=[CH:24][CH:23]=3)[C:19]3[CH:28]=[CH:29][CH:30]=[CH:31][C:18]=3[N:17]([CH3:32])[C:16]2=[O:33])=[O:13])[CH:6]=1.[OH-].[Li+].Cl>C1COCC1.O>[CH3:32][N:17]1[C:18]2[CH:31]=[CH:30][CH:29]=[CH:28][C:19]=2[C:20]([C:22]2[CH:23]=[CH:24][CH:25]=[CH:26][CH:27]=2)=[N:21][C@@H:15]([NH:14][C:12]([NH:11][C:7]2[CH:6]=[C:5]([CH2:4][C:3]([OH:34])=[O:2])[CH:10]=[CH:9][CH:8]=2)=[O:13])[C:16]1=[O:33] |f:1.2|. Reported procedure: (R)-1,3-Dihydro-1-methyl-3-(p-nitrophenyloxycarbonyl)amino-5-phenyl-2H-1,4-benzodiazepin-2-one (1.92 g, 4.47 mmol) was dissolved in THF (25 ml) and treated with a solution of (3-aminophenyl)acetic acid methyl ester (670 mg, 4.06 mmol) in THF (5 ml) followed by triethylamine (615 mg, 6.09 mmol). The mixture was stirred at ambient temperature for 4 days. The solvent was removed in vacuo and the residue was treated with water (20 ml) and extracted with ethyl acetate. The combined ethyl acetate laye... Conditions: time 1 hour. Procedure details: To 3.1 parts of triethylsilylacetylene in 15 parts by volume of ether at -30° C. is added 8 parts by volume of 2.5 molar n-butyl lithium. The reaction mixture is allowed to come to room temperature and 3 parts of phenoxyacetone in 5 parts by volume of ether is added. The reaction mixture is stirred at room temperature for one hour and then poured into ether and dilute (1 N) hydrochloric acid solution. The ether layer is washed with water and dried over anhydrous sodium sulfate. The solvents are ... As a reaction SMILES: C([Si](C#C)(CC)CC)C.[CH2:10]([Li])[CH2:11][CH2:12][CH3:13].[O:15]([CH2:22]C(=O)C)[C:16]1[CH:21]=[CH:20][CH:19]=[CH:18][CH:17]=1.Cl.CC[O:29]CC>>[OH:29][C:12]([CH3:13])([CH2:22][O:15][C:16]1[CH:21]=[CH:20][CH:19]=[CH:18][CH:17]=1)[C:11]#[CH:10]. Product: OC(C#C)(COC1=CC=CC=C1)C (3-hydroxy-3-methyl-4-phenoxy-1-butyne). Starting materials: C(C)[Si](CC)(CC)C#C (triethylsilylacetylene), C(CCC)[Li] (n-butyl lithium), CCOCC (ether), O(C1=CC=CC=C1)CC(C)=O (phenoxyacetone), CCOCC (ether), Cl (hydrochloric acid), CCOCC (ether). Reactants: CC(C)(C)c1ccc(C(=O)NCCc2ccc(Cl)c(Cl)c2)c(Cl)c1, C1CCOC1, Cl, [Na+], [OH-]. The product is CC(C)(C)c1ccc(CNCCc2ccc(Cl)c(Cl)c2)c(Cl)c1. RXN SMILES: [C:1]([CH3:2])([CH3:3])([CH3:4])[c:5]1[cH:6][c:7]([Cl:24])[c:8]([C:9](=[O:10])[NH:11][CH2:12][CH2:13][c:14]2[cH:15][c:16]([Cl:21])[c:17]([Cl:20])[cH:18][cH:19]2)[cH:22][cH:23]1.[CH2:28]1[O:29][CH2:30][CH2:31][CH2:32]1.[ClH:25].[Na+:27].[OH-:26]>>[C:1]([CH3:2])([CH3:3])([CH3:4])[c:5]1[cH:6][c:7]([Cl:24])[c:8]([CH2:9][NH:11][CH2:12][CH2:13][c:14]2[cH:15][c:16]([Cl:21])[c:17]([Cl:20])[cH:18][cH:19]2)[cH:22][cH:23]1. Reported procedure: In the reaction of (R)-2-(2-chloro-5-(2-thienyl)pyrimidine-4-ylamino)propan-1-ol (155 mg, 0.57 mmol) with (RS)—S-(4-aminophenyl)-N-(ethoxycarbonyl)-S-phenyl-sulfoximide (159 mg, 0.52 mmol) according to procedure 5c, the desired product is obtained in 43% yield (120 mg) after chromatographic purification (silica gel, dichloromethane/ethanol (0%-20% ethanol)). Yield: 43.0%. The product is C(C)OC(=O)N=S(=O)(C1CC1)C1=CC=C(C=C1)NC1=NC=C(C(=N1)N[C@@H](CO)C)C=1SC=CC1 ((RS)—N-(ethoxycarbonyl)-S-(4-{[4-{[(R)-2-hydroxy-1-methylethyl]amino}-5-(2-thienyl)pyrimidine-2-yl]amino}phenyl)-S-cyclopropylsulfoximide). As a reaction SMILES: Cl[C:2]1[N:7]=[C:6]([NH:8][C@H:9]([CH3:12])[CH2:10][OH:11])[C:5]([C:13]2[S:14][CH:15]=[CH:16][CH:17]=2)=[CH:4][N:3]=1.[NH2:18][C:19]1[CH:24]=[CH:23][C:22]([S:25]([C:33]2[CH:38]=[CH:37]C=CC=2)(=[N:27][C:28]([O:30][CH2:31][CH3:32])=[O:29])=[O:26])=[CH:21][CH:20]=1>>[CH2:31]([O:30][C:28]([N:27]=[S:25]([C:22]1[CH:21]=[CH:20][C:19]([NH:18][C:2]2[N:7]=[C:6]([NH:8][C@H:9]([CH3:12])[CH2:10][OH:11])[C:5]([C:13]3[S:14][CH:15]=[CH:16][CH:17]=3)=[CH:4][N:3]=2)=[CH:24][CH:23]=1)([CH:33]1[CH2:38][CH2:37]1)=[O:26])=[O:29])[CH3:32]. Starting materials: ClC1=NC=C(C(=N1)N[C@@H](CO)C)C=1SC=CC1 ((R)-2-(2-chloro-5-(2-thienyl)pyrimidine-4-ylamino)propan-1-ol), NC1=CC=C(C=C1)S(=O)(=NC(=O)OCC)C1=CC=CC=C1 ((RS)—S-(4-aminophenyl)-N-(ethoxycarbonyl)-S-phenyl-sulfoximide). The reactants are Cc1ccc(-c2ccc(O)cc2)n1CCc1ccc(Br)cc1, Cc1ccccc1, CCOC(=O)N=NC(=O)OCC, CCOC(=O)C(O)Cc1ccccc1, c1ccc(P(c2ccccc2)c2ccccc2)cc1. Product: CCOC(=O)C(Cc1ccccc1)Oc1ccc(-c2ccc(C)n2CCc2ccc(Br)cc2)cc1. RXN SMILES: [Br:1][c:2]1[cH:3][cH:4][c:5]([CH2:8][CH2:9][n:10]2[c:11](-[c:16]3[cH:17][cH:18][c:19]([OH:22])[cH:20][cH:21]3)[cH:12][cH:13][c:14]2[CH3:15])[cH:6][cH:7]1.[CH3:68][c:69]1[cH:70][cH:71][cH:72][cH:73][cH:74]1.[O:56]=[C:57]([O:58][CH2:59][CH3:60])[N:61]=[N:62][C:63]([O:64][CH2:65][CH3:66])=[O:67].[OH:23][CH:24]([C:25](=[O:26])[O:27][CH2:28][CH3:29])[CH2:30][c:31]1[cH:32][cH:33][cH:34][cH:35][cH:36]1.[c:37]1([P:38]([c:39]2[cH:40][cH:41][cH:42][cH:43][cH:44]2)[c:45]2[cH:46][cH:47][cH:48][cH:49][cH:50]2)[cH:51][cH:52][cH:53][cH:54][cH:55]1>>[Br:1][c:2]1[cH:3][cH:4][c:5]([CH2:8][CH2:9][n:10]2[c:11](-[c:16]3[cH:17][cH:18][c:19]([O:22][CH:24]([C:25](=[O:26])[O:27][CH2:28][CH3:29])[CH2:30][c:31]4[cH:32][cH:33][cH:34][cH:35][cH:36]4)[cH:20][cH:21]3)[cH:12][cH:13][c:14]2[CH3:15])[cH:6][cH:7]1. Yields the product CN(C)C1CCN(C(=O)C(O)(c2ccccc2)C2CCCC2)CC1. Reaction SMILES: [CH3:20][N:21]([CH:22]1[CH2:23][CH2:24][NH:25][CH2:26][CH2:27]1)[CH3:28].[CH3:48][CH2:49][N:50]=[C:51]=[N:52][CH2:53][CH2:54][CH2:55][N:56]([CH3:57])[CH3:58].[CH:1]1([C:6]([C:7](=[O:8])[OH:9])([c:10]2[cH:11][cH:12][cH:13][cH:14][cH:15]2)[OH:16])[CH2:2][CH2:3][CH2:4][CH2:5]1.[CH:29]([N:30]([CH2:31][CH3:32])[CH:33]([CH3:34])[CH3:35])([CH3:36])[CH3:37].[Cl:17][CH2:18][Cl:19].[OH:38][n:39]1[c:40]2[c:41]([cH:42][cH:43][cH:44][cH:45]2)[n:46][n:47]1>>[CH:1]1([C:6]([C:7](=[O:9])[N:25]2[CH2:24][CH2:23][CH:22]([N:21]([CH3:20])[CH3:28])[CH2:27][CH2:26]2)([c:10]2[cH:11][cH:12][cH:13][cH:14][cH:15]2)[OH:16])[CH2:2][CH2:3][CH2:4][CH2:5]1. Starting materials: CN(C)C1CCNCC1, CCN=C=NCCCN(C)C, O=C(O)C(O)(c1ccccc1)C1CCCC1, CCN(C(C)C)C(C)C, ClCCl, On1nnc2ccccc21.